This data is from the Open Reaction Database (ORD), a public repository of structured organic reaction records. The task is: describe an organic reaction: reactants, conditions, products, and yield Starting materials: CCN=C=NCCCN(C)C, CCN(C(C)C)C(C)C, Cl, NCC(=O)N1CCN(C(=O)c2ccccc2C(F)(F)F)CC1, CN(C)C=O, O, On1nnc2ccccc21, O=C(O)c1ccn(-c2ccccc2)n1. Yields the product O=C(NCC(=O)N1CCN(C(=O)c2ccccc2C(F)(F)F)CC1)c1ccn(-c2ccccc2)n1. As a reaction SMILES: [CH3:34][CH2:35][N:36]=[C:37]=[N:38][CH2:39][CH2:40][CH2:41][N:42]([CH3:43])[CH3:44].[CH:1]([N:2]([CH2:3][CH3:4])[CH:5]([CH3:6])[CH3:7])([CH3:8])[CH3:9].[ClH:45].[NH2:46][CH2:47][C:48](=[O:49])[N:50]1[CH2:51][CH2:52][N:53]([C:56]([c:57]2[c:58]([C:63]([F:64])([F:65])[F:66])[cH:59][cH:60][cH:61][cH:62]2)=[O:67])[CH2:54][CH2:55]1.[O:68]=[CH:69][N:70]([CH3:71])[CH3:72].[OH2:73].[OH:24][n:25]1[c:26]2[c:27]([cH:28][cH:29][cH:30][cH:31]2)[n:32][n:33]1.[c:10]1(-[n:16]2[n:17][c:18]([C:21](=[O:22])[OH:23])[cH:19][cH:20]2)[cH:11][cH:12][cH:13][cH:14][cH:15]1>>[c:10]1(-[n:16]2[n:17][c:18]([C:21](=[O:23])[NH:46][CH2:47][C:48](=[O:49])[N:50]3[CH2:51][CH2:52][N:53]([C:56]([c:57]4[c:58]([C:63]([F:64])([F:65])[F:66])[cH:59][cH:60][cH:61][cH:62]4)=[O:67])[CH2:54][CH2:55]3)[cH:19][cH:20]2)[cH:11][cH:12][cH:13][cH:14][cH:15]1. The reactants are CN(C)C(C#N)C1CCC2(OCCO2)CC1 (Dimethylamino-(1,4-dioxa-spiro[4.5]dec-8-yl)-acetonitrile), [Cl-].[NH4+] (ammonium chloride), O (water), solution, C1(=CC=CC=C1)[Mg]Cl (phenylmagnesium chloride). Reaction SMILES: [CH3:1][N:2]([CH:4]([CH:7]1[CH2:16][CH2:15][C:10]2([O:14][CH2:13][CH2:12][O:11]2)[CH2:9][CH2:8]1)[C:5]#N)[CH3:3].[C:17]1([Mg]Cl)[CH:22]=[CH:21]C=[CH:19][CH:18]=1.[Cl-].[NH4+].O>C1COCC1.C(OCC)C>[O:14]1[C:10]2([CH2:15][CH2:16][CH:7]([CH:4]([N:2]([CH3:3])[CH3:1])[C:5]3[CH:21]=[CH:22][CH:17]=[CH:18][CH:19]=3)[CH2:8][CH2:9]2)[O:11][CH2:12][CH2:13]1 |f:2.3|. Reaction conditions: time 20 hour. Yields the product O1CCOC12CCC(CC2)C(C2=CC=CC=C2)N(C)C ([(1,4-Dioxa-spiro[4.5]dec-8-yl)-phenyl-methyl]-dimethyl-amine). Solvent: C(C)OCC (diethyl ether), C1CCOC1 (THF), C1CCOC1 (THF). Procedure details: A solution of the aminonitrile 3 (23.56 g, 105 mmol) in abs. THF (100 ml) was added dropwise, under argon and while cooling with ice, to a 25% solution of phenylmagnesium chloride (144 ml, 262.5 mmol) in THF, and stirring was carried out for 20 h at RT. For working up the reaction mixture, saturated ammonium chloride solution (100 ml) and water (100 ml) were added, while cooling with ice, and extraction with diethyl ether (3×100 ml) was carried out. The organic phase was washed with water and sa... Reactants: CC1(C(C1C(=O)OC(C#N)C=2C=CC=C(C2)OC=3C=CC=CC3)C=C(Cl)Cl)C (cypermethrin), C(C(=C)C)(=O)OCCOC(C(=C)C)=O (ethylene glycol dimethacrylate), CCCCCCCCCC1=CC=C(C=C1)OCCOCCOCCOCCOS(=O)(=O)[O-].[NH4+] (Alipal EP-110). Yields the product C(C)C(COC(C=C)=O)CCCC (2-ethylhexylacrylate), C(C=C)(=O)OCC (ethyl acrylate), C(C=C)(=O)O (acrylic acid), C(C(=C)C)(=O)OCCOC(C(=C)C)=O (ethylene glycol dimethacrylate). RXN SMILES: C[C:2]1(C)[CH:4]([C:5]([O:7][CH:8]([C:11]2[CH:12]=[CH:13][CH:14]=[C:15](OC3C=CC=CC=3)[CH:16]=2)C#N)=[O:6])[CH:3]1C=C(Cl)Cl.[C:29]([O:34][CH2:35][CH2:36][O:37][C:38](=[O:42])[C:39]([CH3:41])=[CH2:40])(=[O:33])[C:30]([CH3:32])=[CH2:31].CCCCCCCCCC1C=CC(OCCOCCOCCOCCOS([O-])(=O)=O)=CC=1.[NH4+]>>[CH2:12]([CH:11]([CH2:16][CH2:15][CH2:14][CH3:13])[CH2:8][O:7][C:5](=[O:6])[CH:4]=[CH2:2])[CH3:29].[C:29]([O:34][CH2:35][CH3:36])(=[O:33])[CH:30]=[CH2:31].[C:5]([OH:7])(=[O:6])[CH:4]=[CH2:3].[C:29]([O:34][CH2:35][CH2:36][O:37][C:38](=[O:42])[C:39]([CH3:41])=[CH2:40])(=[O:33])[C:30]([CH3:32])=[CH2:31] |f:2.3|. Procedure details: Example 2 was repeated, except that 29.89 g (4.97 pph) of cypermethrin, 3.00 g (0.50 pph) of ethylene glycol dimethacrylate, and 47.36 g (2.36 pph) of Alipal EP-110 were employed in the monomer premix in lieu of the amounts recited in Example 2. The total batch of about 2658 g provided an aqueous emulsion of the terpolymer of 2-ethylhexylacrylate (62.2 mole %), ethyl acrylate (30.4 mole %) and acrylic acid (7.1 mole %) cross-linked with ethylene glycol dimethacrylate (0.4 mole %) having the ecto... The reactants are [N+](=O)([O-])C1=C(C=CC=C1)S(=O)(=O)NC(C(=O)NC1C2CC3(CC(CC1C3)C2)C(=O)N)(C)C (4-[2-(2-nitro-benzenesulfonylamino)-2-methyl-propionylamino]-adamantane-1-carboxylic acid amide). The reagents and catalysts are [Pd] (Pd). Solvent: CO (methanol). Conditions: time 3 hour. The product is NC1=C(C=CC=C1)S(=O)(=O)NC(C(=O)NC1C2CC3(CC(CC1C3)C2)C(=O)N)(C)C (4-[2-(2-amino-benzenesulfonylamino)-2-methyl-propionylamino]-adamantane-1-carboxylic acid amide). The yield is 74.9%. RXN SMILES: [N+:1]([C:4]1[CH:9]=[CH:8][CH:7]=[CH:6][C:5]=1[S:10]([NH:13][C:14]([CH3:32])([CH3:31])[C:15]([NH:17][CH:18]1[CH:25]2[CH2:26][C:21]3([C:28]([NH2:30])=[O:29])[CH2:22][CH:23]([CH2:27][CH:19]1[CH2:20]3)[CH2:24]2)=[O:16])(=[O:12])=[O:11])([O-])=O>[Pd].CO>[NH2:1][C:4]1[CH:9]=[CH:8][CH:7]=[CH:6][C:5]=1[S:10]([NH:13][C:14]([CH3:32])([CH3:31])[C:15]([NH:17][CH:18]1[CH:25]2[CH2:26][C:21]3([C:28]([NH2:30])=[O:29])[CH2:22][CH:23]([CH2:27][CH:19]1[CH2:20]3)[CH2:24]2)=[O:16])(=[O:11])=[O:12]. Reported procedure: Ina 25-mL flask, 4-[2-(2-nitro-benzenesulfonylamino)-2-methyl-propionylamino]-adamantane-1-carboxylic acid amide (30 mg, 0.0645 mmol) and methanol (5 mL) were charged and dissolved, and 5% Pd/c (10 mg) was added thereto. The reaction vessel was degassed under reduced pressure, and filled with hydrogen. At room temperature, through stirring for 3 hours, the reaction was completed. Then, through celite filtering, Pd was removed. At 35° C., through vacuum evaporation, 4-[2-(2-amino-benzenesulfonyla... Yields the product N#Cc1ccc2sc(Sc3ccc([N+](=O)[O-])cc3Cl)nc2c1. RXN SMILES: [Cl:13][c:14]1[c:15]([F:23])[cH:16][cH:17][c:18]([N+:20](=[O:21])[O-:22])[cH:19]1.[H-:25].[Na+:24].[O:26]=[CH:27][N:28]([CH3:29])[CH3:30].[SH:1][c:2]1[s:3][c:4]2[c:5]([n:6]1)[cH:7][c:8]([C:11]#[N:12])[cH:9][cH:10]2>>[S:1]([c:2]1[s:3][c:4]2[c:5]([n:6]1)[cH:7][c:8]([C:11]#[N:12])[cH:9][cH:10]2)[c:15]1[c:14]([Cl:13])[cH:19][c:18]([N+:20](=[O:21])[O-:22])[cH:17][cH:16]1. The reactants are O=[N+]([O-])c1ccc(F)c(Cl)c1, [H-], [Na+], CN(C)C=O, N#Cc1ccc2sc(S)nc2c1. Product: C(C)(C)OC=1N=CC(=NC1)COC1=CC=2C3=C(NC2C=C1)C(CC3)CC(=O)OCC (ethyl 2-(7-((5-isopropoxypyrazin-2-yl)methoxy)-1,2,3,4-tetrahydrocyclopenta[b]indol-3-yl)acetate). Reaction SMILES: [OH:1][C:2]1[CH:10]=[CH:9][C:8]2[NH:7][C:6]3[CH:11]([CH2:14][C:15]([O:17][CH2:18][CH3:19])=[O:16])[CH2:12][CH2:13][C:5]=3[C:4]=2[CH:3]=1.C(=O)([O-])[O-].[Cs+].[Cs+].Br[CH2:27][C:28]1[CH:33]=[N:32][C:31]([O:34][CH:35]([CH3:37])[CH3:36])=[CH:30][N:29]=1>CN(C=O)C>[CH:35]([O:34][C:31]1[N:32]=[CH:33][C:28]([CH2:27][O:1][C:2]2[CH:10]=[CH:9][C:8]3[NH:7][C:6]4[CH:11]([CH2:14][C:15]([O:17][CH2:18][CH3:19])=[O:16])[CH2:12][CH2:13][C:5]=4[C:4]=3[CH:3]=2)=[N:29][CH:30]=1)([CH3:37])[CH3:36] |f:1.2.3|. Yield: 19.9%. Conditions: time 5 minute. Procedure details: Ethyl 2-(7-hydroxy-1,2,3,4-tetrahydrocyclopenta[b]indol-3-yl)acetate (0.035 g, 0.135 mmol) and cesium carbonate (0.048 g, 0.148 mmol) were dissolved in DMF (0.5 mL) and stirred at room temperature for 5 min. To this mixture at 0° C. was added a solution of 2-(bromomethyl)-5-isopropoxypyrazine (0.034 g, 0.148 mmol) in DMF (0.20 mL) and was stirred at room temperature for 60 h. The solids were removed by filtration. The filtrate was purified by HPLC to give ethyl 2-(7-((5-isopropoxypyrazin-2-yl)me... Reactants: OC1=CC=2C3=C(NC2C=C1)C(CC3)CC(=O)OCC (Ethyl 2-(7-hydroxy-1,2,3,4-tetrahydrocyclopenta[b]indol-3-yl)acetate), C([O-])([O-])=O.[Cs+].[Cs+] (cesium carbonate), BrCC1=NC=C(N=C1)OC(C)C (2-(bromomethyl)-5-isopropoxypyrazine). Run in CN(C)C=O (DMF), CN(C)C=O (DMF). The reactants are ClC=1C=C(C=CC1Cl)C(C)(C)C1=CN=C(N1C1=CC=C(C=C1)F)C=O (5-(2-(3,4-dichlorophenyl)propan-2-yl)-1-(4-fluorophenyl)-1H-imidazole-2-carbaldehyde), C(C)O (ethanol), [BH4-].[Na+] (NaBH4). Run in O (water). Reaction conditions: time 3 hour. Product: ClC=1C=C(C=CC1Cl)C(C)(C)C1=CN=C(N1C1=CC=C(C=C1)F)CO ((5-(2-(3,4-dichlorophenyl)propan-2-yl)-1-(4-fluorophenyl)-1H-imidazol-2-yl)methanol). Yield: 90.1%. As a reaction SMILES: [Cl:1][C:2]1[CH:3]=[C:4]([C:9]([C:12]2[N:16]([C:17]3[CH:22]=[CH:21][C:20]([F:23])=[CH:19][CH:18]=3)[C:15]([CH:24]=[O:25])=[N:14][CH:13]=2)([CH3:11])[CH3:10])[CH:5]=[CH:6][C:7]=1[Cl:8].C(O)C.[BH4-].[Na+]>O>[Cl:1][C:2]1[CH:3]=[C:4]([C:9]([C:12]2[N:16]([C:17]3[CH:18]=[CH:19][C:20]([F:23])=[CH:21][CH:22]=3)[C:15]([CH2:24][OH:25])=[N:14][CH:13]=2)([CH3:11])[CH3:10])[CH:5]=[CH:6][C:7]=1[Cl:8] |f:2.3|. Procedure details: To a solution of 5-(2-(3,4-dichlorophenyl)propan-2-yl)-1-(4-fluorophenyl)-1H-imidazole-2-carbaldehyde (740 mg, 1.96 mmol) in anhyd ethanol (15 mL) was added NaBH4 (91 mg, 2.4 mmol). After stirring 3 h, the mixture was poured into water, and extracted with EtOAc. The combined extracts were washed with brine, dried over Na2SO4, and concentrated in vacuo to give (5-(2-(3,4-dichlorophenyl)propan-2-yl)-1-(4-fluorophenyl)-1H-imidazol-2-yl)methanol as a white solid (670 mg, 88% yield). The reactants are [H-].[Na+] (NaH), C(C)(=O)OCC (ethyl acetate), C=1C=C(C(=C(C1)Cl)Cl)N2CCN(CC2)CCCCOC=3C=CC4=C(C3)NC(=O)CC4 (aripiprazole), ClC(=O)OCCCl (chloroethyl chloroformate). The solvent is CC1OCCC1 (2-methyltetrahydrofuran), CC1OCCC1 (2-methyltetrahydrofuran). Conditions: time 8 hour. Yields the product ClC1=C(C=CC=C1Cl)N1CCN(CC1)CCCCOC1=CC=C2CCC(N(C2=C1)C(=O)OC(C)Cl)=O (1-chloroethyl 7-(4-(4-(2,3-dichlorophenyl)piperazin-1-yl)butoxy)-2-oxo-3,4-dihydroquinoline-1(2H)-carboxylate). Reaction SMILES: [CH:1]1[CH:2]=[C:3]([N:9]2[CH2:14][CH2:13][N:12]([CH2:15][CH2:16][CH2:17][CH2:18][O:19][C:20]3[CH:21]=[CH:22][C:23]4[CH2:30][CH2:29][C:27](=[O:28])[NH:26][C:24]=4[CH:25]=3)[CH2:11][CH2:10]2)[C:4]([Cl:8])=[C:5]([Cl:7])[CH:6]=1.[H-].[Na+].[Cl:33]C(OCCCl)=O.[C:40]([O:43][CH2:44][CH3:45])(=[O:42])C>CC1CCCO1>[Cl:8][C:4]1[C:5]([Cl:7])=[CH:6][CH:1]=[CH:2][C:3]=1[N:9]1[CH2:14][CH2:13][N:12]([CH2:15][CH2:16][CH2:17][CH2:18][O:19][C:20]2[CH:25]=[C:24]3[C:23]([CH2:30][CH2:29][C:27](=[O:28])[N:26]3[C:40]([O:43][CH:44]([Cl:33])[CH3:45])=[O:42])=[CH:22][CH:21]=2)[CH2:11][CH2:10]1 |f:1.2|. Procedure details: To a suspension of aripiprazole (2.0 g, 4.46 mmol) in 2-methyltetrahydrofuran (50 mL) was added NaH (357 mg, 8.92 mmol). The reaction was stirred overnight at room temperature then chloroethyl chloroformate (1.46 mL, 13.38 mmol) was added. Further 2-methyltetrahydrofuran (10 mL) was added to aid stirring. The reaction was stirred overnight at room temperature. The reaction was cooled to 0° C., diluted with ethyl acetate (50 mL) and quenched with aqueous saturated NaHCO3 (50 mL). The reaction was... Starting materials: Cl (HCl), C(C)(C)(C)OC([C@H](C)NC([C@@H](CCC(NC[C@H](CP(=O)(O)CC1CCCCC1)O)=O)NC(=O)OC(C)(C)C)=O)=O ((S)-2-{(R)-2-tert-butoxycarbonylamino-4-[(R)-3-(cyclohexylmethyl-hydroxy-phosphinoyl)-2-hydroxy-propylcarbamoyl]-butyrylamino}-propionic acid tert-butyl ester). Solvent: O1CCOCC1 (dioxane), O (water). Conditions: time 8 hour. The product is N[C@@H](C(=O)N[C@H](C(=O)O)C)CCC(NC[C@H](CP(=O)(O)CC1CCCCC1)O)=O ((S)-2-{(R)-2-Amino-4-[(R)-3-(cyclohexylmethyl-hydroxy-phosphinoyl)-2-hydroxy-propylcarbamoyl]-butyrylamino}-propionic acid). Yield: 37.2%. As a reaction SMILES: Cl.C([O:6][C:7](=[O:41])[C@@H:8]([NH:10][C:11](=[O:40])[C@H:12]([NH:32]C(OC(C)(C)C)=O)[CH2:13][CH2:14][C:15](=[O:31])[NH:16][CH2:17][C@@H:18]([OH:30])[CH2:19][P:20]([CH2:23][CH:24]1[CH2:29][CH2:28][CH2:27][CH2:26][CH2:25]1)([OH:22])=[O:21])[CH3:9])(C)(C)C>O1CCOCC1.O>[NH2:32][C@H:12]([CH2:13][CH2:14][C:15](=[O:31])[NH:16][CH2:17][C@@H:18]([OH:30])[CH2:19][P:20]([CH2:23][CH:24]1[CH2:25][CH2:26][CH2:27][CH2:28][CH2:29]1)([OH:22])=[O:21])[C:11]([NH:10][C@@H:8]([CH3:9])[C:7]([OH:41])=[O:6])=[O:40]. Procedure details: 4N HCl in dioxane (5 mL) was added to (S)-2-{(R)-2-tert-butoxycarbonylamino-4-[(R)-3-(cyclohexylmethyl-hydroxy-phosphinoyl)-2-hydroxy-propylcarbamoyl]-butyrylamino}-propionic acid tert-butyl ester (0.351 g, 0.592 mmol) in water (1 mL). The resulting colorless solution was stirred under N2 at rt overnight. The reaction mixture was concentrated in vacuo and the residue was purified by RP-HPLC eluting in a gradient of 10% CH3CN/H2O (adjusted with HCl pH=3.5) to 100% CH3CN over 20 min at 45 mL/min. ...